This data is from the Open Reaction Database (ORD), a public repository of structured organic reaction records. The task is: describe an organic reaction: reactants, conditions, products, and yield The reactants are Cl.CNC (Dimethylamine hydrochloride), C(C)(C)(C)OC(=O)N[C@H](C(=O)O)CCC1=CC=CC=C1 ((S)-N-t-butoxycarbonyl-2-amino-4-phenylbutyric acid). Run in ClCCl.CN(C)C=O (dichloromethane DMF). Product: C(C)(C)(C)OC(N[C@@H](CCC1=CC=CC=C1)C(N(C)C)=O)=O ((S)-(1-Dimethylcarbamoyl-3-phenyl-propyl)-carbamic acid tert-butyl ester). RXN SMILES: Cl.[CH3:2][NH:3][CH3:4].[C:5]([O:9][C:10]([NH:12][C@@H:13]([CH2:17][CH2:18][C:19]1[CH:24]=[CH:23][CH:22]=[CH:21][CH:20]=1)[C:14](O)=[O:15])=[O:11])([CH3:8])([CH3:7])[CH3:6]>ClCCl.CN(C=O)C>[C:5]([O:9][C:10](=[O:11])[NH:12][C@H:13]([C:14](=[O:15])[N:3]([CH3:4])[CH3:2])[CH2:17][CH2:18][C:19]1[CH:24]=[CH:23][CH:22]=[CH:21][CH:20]=1)([CH3:8])([CH3:7])[CH3:6] |f:0.1,3.4|. Procedure: Dimethylamine hydrochloride (1.0 mmol) and (S)-N-t-butoxycarbonyl-2-amino-4-phenylbutyric acid (0.84 mmol) were coupled according to Procedure A (0-25° C. reaction temperature, 3:1 dichloromethane/DMF reaction solvent) giving the product which was used without further purification. Yield 238 mg, 93%; HPLC (60/40) 5.98 minutes (97%). Starting materials: CN1C(=CC2=CC=CC=C12)C=O (1-methylindole-2-carboxaldehyde), C1(CC1)N (cyclopropylamine), C(C)(=O)O (acetic acid), NaB3CN. Run in CO (MeOH). Conditions: time 8 hour. The product is C1(CC1)NC=1N(C2=CC=CC=C2C1)C (2-(Cyclopropylamino)-1-methyl-1H-indole). Isolated yield 69.8%. RXN SMILES: [CH3:1][N:2]1[C:10]2[C:5](=[CH:6][CH:7]=[CH:8][CH:9]=2)[CH:4]=[C:3]1C=O.[CH:13]1([NH2:16])[CH2:15][CH2:14]1.C(O)(=O)C>CO>[CH:13]1([NH:16][C:3]2[N:2]([CH3:1])[C:10]3[C:5]([CH:4]=2)=[CH:6][CH:7]=[CH:8][CH:9]=3)[CH2:15][CH2:14]1. Procedure: To a solution of 1-methylindole-2-carboxaldehyde (1.5 g, 10 mmole), cyclopropylamine (1.14 g, 20 mmole), and glacial acetic acid (0.6 mL, 10 mmole) in MeOH (30 mL) was added NaB3CN (0.69 g, 11 mmole). The reaction was stirred at RT overnight, then was concentrated in vacuo. The residue was diluted with 10% NaOH and extracted with CH2Cl2. The combined organic extracts were washed with brine, dried over MgSO4, and concentrated. Flash chromatography on silica gel (3% MeOH/CH2Cl2) gave the title com... Reactants: ClC1=CC=C(C=C1)C=1N(C(NN1)=O)C[C@@H](C(F)(F)F)O (5-(4-Chlorophenyl)-4-[(2S)-3,3,3-trifluoro-2-hydroxypropyl]-2,4-dihydro-3H-1,2,4-triazol-3-one), BrCC1=CN=C(O1)C1=C(C(=CC=C1)Cl)Cl (5-(Bromomethyl)-2-(2,3-dichlorophenyl)-1,3-oxazole). Product: ClC1=CC=C(C=C1)C=1N(C(N(N1)CC1=CN=C(O1)C1=C(C(=CC=C1)Cl)Cl)=O)C[C@@H](C(F)(F)F)O (5-(4-Chlorophenyl)-2-{[2-(2,3-dichlorophenyl)-1,3-oxazol-5-yl]methyl}-4-[(2S)-3,3,3-trifluoro-2-hydroxypropyl]-2,4-dihydro-3H-1,2,4-triazol-3-one). Reaction SMILES: [Cl:1][C:2]1[CH:7]=[CH:6][C:5]([C:8]2[N:9]([CH2:14][C@H:15]([OH:20])[C:16]([F:19])([F:18])[F:17])[C:10](=[O:13])[NH:11][N:12]=2)=[CH:4][CH:3]=1.Br[CH2:22][C:23]1[O:27][C:26]([C:28]2[CH:33]=[CH:32][CH:31]=[C:30]([Cl:34])[C:29]=2[Cl:35])=[N:25][CH:24]=1>>[Cl:1][C:2]1[CH:7]=[CH:6][C:5]([C:8]2[N:9]([CH2:14][C@H:15]([OH:20])[C:16]([F:18])([F:19])[F:17])[C:10](=[O:13])[N:11]([CH2:22][C:23]3[O:27][C:26]([C:28]4[CH:33]=[CH:32][CH:31]=[C:30]([Cl:34])[C:29]=4[Cl:35])=[N:25][CH:24]=3)[N:12]=2)=[CH:4][CH:3]=1. Reported procedure: 49 mg (0.16 mmol) of the compound from Example 5A were reacted with 49 mg (0.16 mmol) of the compound from Example 55A analogously to the preparation of the compound in Example 77. This gave 35 mg (40% of theory) of the title compound. The reactants are CCOc1ccc(Cc2nc3cc([N+](=O)[O-])ccc3[nH]2)cc1, CCN(CC)CCCl, [H-], [Na+], C1COCCO1. The product is CCOc1ccc(Cc2nc3ccc([N+](=O)[O-])cc3n2CCN(CC)CC)cc1. RXN SMILES: [CH2:3]([CH3:4])[O:5][c:6]1[cH:7][cH:8][c:9]([CH2:10][c:11]2[n:12][c:13]3[c:14]([nH:15]2)[cH:16][cH:17][c:18]([N+:20](=[O:21])[O-:22])[cH:19]3)[cH:23][cH:24]1.[Cl:25][CH2:26][CH2:27][N:28]([CH2:29][CH3:30])[CH2:31][CH3:32].[H-:1].[Na+:2].[O:33]1[CH2:34][CH2:35][O:36][CH2:37][CH2:38]1>>[CH2:3]([CH3:4])[O:5][c:6]1[cH:7][cH:8][c:9]([CH2:10][c:11]2[n:12]([CH2:26][CH2:27][N:28]([CH2:29][CH3:30])[CH2:31][CH3:32])[c:13]3[c:14]([n:15]2)[cH:16][cH:17][c:18]([N+:20](=[O:21])[O-:22])[cH:19]3)[cH:23][cH:24]1. Reactants: IC1=C(CN2C(OC(CC2)C2=CC=CC=C2)=O)C=C(C=C1)C(F)(F)F (3-[2-iodo-5-(trifluoromethyl)benzyl]-6-phenyl-1,3-oxazinan-2-one), IC1=C(CN2C(OC(CC2)C2=CC=CC=C2)=O)C=C(C=C1)C(F)(F)F (3-[2-iodo-5-(trifluoromethyl)benzyl]-6-phenyl-1,3-oxazinan-2-one), COC1=C(C=C(C=C1)C(C)C)B(O)O (2-methoxy-5-isopropylphenyl boronic acid), C([O-])([O-])=O.[K+].[K+] (potassium carbonate). The reagents and catalysts are C(C)(=O)[O-].[Pd+2].C(C)(=O)[O-] (palladium acetate). Solvent: CC(=O)C (acetone), O (H2O). Product: C(C)(C)C=1C=CC(=C(C1)C1=C(C=C(C=C1)C(F)(F)F)CN1C(OC(CC1)C1=CC=CC=C1)=O)OC (3-{[5′-isopropyl-2′-methoxy-4-(trifluoromethyl)biphenyl-2-yl]methyl}-6-phenyl-1,3-oxazinan-2-one). Reaction SMILES: I[C:2]1[CH:21]=[CH:20][C:19]([C:22]([F:25])([F:24])[F:23])=[CH:18][C:3]=1[CH2:4][N:5]1[CH2:10][CH2:9][CH:8]([C:11]2[CH:16]=[CH:15][CH:14]=[CH:13][CH:12]=2)[O:7][C:6]1=[O:17].[CH3:26][O:27][C:28]1[CH:33]=[CH:32][C:31]([CH:34]([CH3:36])[CH3:35])=[CH:30][C:29]=1B(O)O.C(=O)([O-])[O-].[K+].[K+]>CC(C)=O.O.C([O-])(=O)C.[Pd+2].C([O-])(=O)C>[CH:34]([C:31]1[CH:30]=[CH:29][C:28]([O:27][CH3:26])=[C:33]([C:2]2[CH:21]=[CH:20][C:19]([C:22]([F:25])([F:24])[F:23])=[CH:18][C:3]=2[CH2:4][N:5]2[CH2:10][CH2:9][CH:8]([C:11]3[CH:16]=[CH:15][CH:14]=[CH:13][CH:12]=3)[O:7][C:6]2=[O:17])[CH:32]=1)([CH3:36])[CH3:35] |f:2.3.4,7.8.9|. Procedure details: A mixture of 3-[2-iodo-5-(trifluoromethyl)benzyl]-6-phenyl-1,3-oxazinan-2-one (Intermediate 1, 51 mg, 0.11 mmol), 2-methoxy-5-isopropylphenyl boronic acid (86 mg, 0.11 mmol), potassium carbonate (76 mg, 0.55 mmol) and palladium acetate (7.4 mg, 0.011 mmol) in acetone (5 mL) and H2O (1 mL) was degassed and heated at reflux under N2 for 1 h. The reaction mixture was concentrated, diluted with water (10 mL) and extracted with EtOAc (3×20 mL). The combined extracts were dried (Na2SO4) and concentrat... Reactants: C(=O)([O-])[O-].[K+].[K+] (Potash), C(CCC)C1(C2=CC(=CC=C2C=2C=CC(=CC12)CC(C#C)(O)C)C#CC1=CC=C(C=C1)N(CCCCCC)CCCCCC)CCCC ([9,9-Dibutyl-7-[2-[4-(dihexylamino)phenyl]ethynyl]-9H-fluorene-2-yl]-2-methyl-3-butyn-2-ol). Solvent: C1(=CC=CC=C1)C.CC(C)O (toluene i-PrOH). Yields the product C(CCC)C1(C2=CC(=CC=C2C=2C=CC(=CC12)C#CC1=CC=C(C=C1)N(CCCCCC)CCCCCC)C#C)CCCC (4-[2-(9,9-Dibutyl-7-ethynyl-9H-fluoren-2-yl)ethynyl]-N,N-dihexylbenzenamine). The yield is 87.0%. RXN SMILES: C([O-])([O-])=O.[K+].[K+].[CH2:7]([C:11]1([CH2:51][CH2:52][CH2:53][CH3:54])[C:23]2[CH:22]=[C:21]([CH2:24][C:25](C)(O)C#C)[CH:20]=[CH:19][C:18]=2[C:17]2[C:12]1=[CH:13][C:14]([C:30]#[C:31][C:32]1[CH:37]=[CH:36][C:35]([N:38]([CH2:45][CH2:46][CH2:47][CH2:48][CH2:49][CH3:50])[CH2:39][CH2:40][CH2:41][CH2:42][CH2:43][CH3:44])=[CH:34][CH:33]=1)=[CH:15][CH:16]=2)[CH2:8][CH2:9][CH3:10]>C1(C)C=CC=CC=1.CC(O)C>[CH2:51]([C:11]1([CH2:7][CH2:8][CH2:9][CH3:10])[C:12]2[CH:13]=[C:14]([C:30]#[C:31][C:32]3[CH:33]=[CH:34][C:35]([N:38]([CH2:39][CH2:40][CH2:41][CH2:42][CH2:43][CH3:44])[CH2:45][CH2:46][CH2:47][CH2:48][CH2:49][CH3:50])=[CH:36][CH:37]=3)[CH:15]=[CH:16][C:17]=2[C:18]2[C:23]1=[CH:22][C:21]([C:24]#[CH:25])=[CH:20][CH:19]=2)[CH2:52][CH2:53][CH3:54] |f:0.1.2,4.5|. Reported procedure: Potash powder (0.07 g) is added to a solution of 5a (0.798 g, 1.24 mmol) in 8.75 mL of toluene/i-PrOH (6/1). The mixture is heated in a reverse-flow boiler for 1 h. After cooling, the potash is filtered and the solvents are evaporated. The raw product is purified by silica gel column chromatography (heptane/CH2Cl2 90:10) to yield 0.632 g (87%) of 5b. Reactants: BrC1=CC=C(S1)C(C)NC(OC(C)(C)C)=O (tert-butyl (1-(5-bromothiophen-2-yl)ethyl) -carbamate), ClC(C(=O)N[C@@H]([C@@H](C1=CC=C(C=C1)[Sn](C)(C)C)O)CF)Cl (2,2-dichloro-N-((1R,2S)-3-fluoro-1-hydroxy-1-(4-(trimethylstannyl)phenyl)propan-2-yl)acetamide). Yields the product ClC(C(=O)N[C@@H]([C@H](O)C1=CC=C(C=C1)C1=CC=C(S1)C(C)NC(OC(C)(C)C)=O)CF)Cl (tert-butyl (1-(5-(4-((1R,2S)-2-(2,2-dichloro-acetamido)-3-fluoro-1-hydroxypropyl)phenyl)thiophen-2-yl)ethyl)carbamate). Yield: 30.8%. Reaction SMILES: Br[C:2]1[S:6][C:5]([CH:7]([NH:9][C:10](=[O:16])[O:11][C:12]([CH3:15])([CH3:14])[CH3:13])[CH3:8])=[CH:4][CH:3]=1.[Cl:17][CH:18]([Cl:37])[C:19]([NH:21][C@H:22]([CH2:35][F:36])[C@H:23]([OH:34])[C:24]1[CH:29]=[CH:28][C:27]([Sn](C)(C)C)=[CH:26][CH:25]=1)=[O:20]>>[Cl:17][CH:18]([Cl:37])[C:19]([NH:21][C@H:22]([CH2:35][F:36])[C@@H:23]([C:24]1[CH:25]=[CH:26][C:27]([C:2]2[S:6][C:5]([CH:7]([NH:9][C:10](=[O:16])[O:11][C:12]([CH3:15])([CH3:14])[CH3:13])[CH3:8])=[CH:4][CH:3]=2)=[CH:28][CH:29]=1)[OH:34])=[O:20]. Procedure: The compound is prepared from tert-butyl (1-(5-bromothiophen-2-yl)ethyl) -carbamate (138 mg, 0.45 mmol) and 2,2-dichloro-N-((1R,2S)-3-fluoro-1-hydroxy-1-(4-(trimethylstannyl)phenyl)propan-2-yl)acetamide (200 mg, 0.45 mmol) in a manner analogous to Example 74, Step 2 to give the title compound (70 mg): 1H-NMR (400 MHz, CDCl3) δ: 1.47 (s, 9H), 1.57 (d, J=6.8 Hz, 3H), 2.68 (bs, 1H), 4.25-4.38 (m, 1H), 4.42-4.48 (m, 0.5H), 4.53-4.60 (m, 1H), 4.65-4.72 (m, 0.5H), 4.77-4.89 (m, 1H), 4.98-5.09 (m, 1H) ... Starting materials: ClC1=NC=NC(=C1)C1=C(C=CC=C1)F (4-chloro-6-(2-fluorophenyl)pyrimidine), C(C#C)O (2-propyn-1-ol), O (water), [H-].[Na+] (sodium hydride). Product: FC1=C(C=CC=C1)C1=NC=NC(=C1)OCC#C (4-(2-fluorophenyl)-6-(2-propynyloxy)pyrimidine). Run at time 8 hour. Solvent: CN(C=O)C (N,N-dimethylformamide). RXN SMILES: Cl[C:2]1[CH:7]=[C:6]([C:8]2[CH:13]=[CH:12][CH:11]=[CH:10][C:9]=2[F:14])[N:5]=[CH:4][N:3]=1.[CH2:15]([OH:18])[C:16]#[CH:17].[H-].[Na+].O>CN(C)C=O>[F:14][C:9]1[CH:10]=[CH:11][CH:12]=[CH:13][C:8]=1[C:6]1[CH:7]=[C:2]([O:18][CH2:15][C:16]#[CH:17])[N:3]=[CH:4][N:5]=1 |f:2.3|. Reported procedure: In 5 ml of N,N-dimethylformamide were dissolved 212 mg of 4-chloro-6-(2-fluorophenyl)pyrimidine and 68 mg of 2-propyn-1-ol, to which 49 mg of sodium hydride (60% in oil) was added, followed by stirring at room temperature for 8 hours. The reaction mixture was then poured into water and extracted with ethyl acetate. The organic layer was washed with a saturated aqueous sodium chloride solution, dried over anhydrous magnesium sulfate, and then concentrated. The resulting residue was subjected to s... The yield is 73.3%. The reactants are [Cl-].[Al+3].[Cl-].[Cl-] (aluminum chloride), C1(=CC=CC=C1)C(C1=CC=CC=C1)OC(=O)C1=C(CS[C@H]2N1C([C@H]2NC(\C(=N/OC(C2=CC=CC=C2)(C2=CC=CC=C2)C2=CC=CC=C2)\C=2N=C(SC2)NC(=O)OC(C)(C)C)=O)=O)SCSC2=NC=CC=C2 (7β-[(Z)-2-(2-t-butoxycarbonylaminothiazol-4-yl)-2-trityloxyiminoacetamido]-3-(2-pyridylthiomethylthio)-3-cephem-4-carboxylic acid diphenylmethyl ester). The solvent is C1(=CC=CC=C1)OC (anisole), C1(=CC=CC=C1)OC (anisole), [N+](=O)([O-])C (nitromethane), Cl (hydrochloric acid), O (water). Reaction conditions: temperature -40 celsius, time 1 hour. Yields the product NC=1SC=C(N1)/C(/C(=O)N[C@H]1[C@@H]2N(C(=C(CS2)SCSC2=NC=CC=C2)C(=O)O)C1=O)=N/O (7β-[(Z)-2-(2-aminothiazol-4-yl)-2-hydroxyiminoacetylamino]-3-(2-pyridylthiomethylthio)-3-cephem-4-carboxylic acid). The yield is 78.7%. Reaction SMILES: C1(C([O:14][C:15]([C:17]2[N:22]3[C:23](=[O:63])[C@@H:24]([NH:25][C:26](=[O:62])/[C:27](/[C:49]4[N:50]=[C:51]([NH:54]C(OC(C)(C)C)=O)[S:52][CH:53]=4)=[N:28]\[O:29]C(C4C=CC=CC=4)(C4C=CC=CC=4)C4C=CC=CC=4)[C@H:21]3[S:20][CH2:19][C:18]=2[S:64][CH2:65][S:66][C:67]2[CH:72]=[CH:71][CH:70]=[CH:69][N:68]=2)=[O:16])C2C=CC=CC=2)C=CC=CC=1.[Cl-].[Al+3].[Cl-].[Cl-]>C1(OC)C=CC=CC=1.[N+](C)([O-])=O.Cl.O>[NH2:54][C:51]1[S:52][CH:53]=[C:49](/[C:27](=[N:28]/[OH:29])/[C:26]([NH:25][C@@H:24]2[C:23](=[O:63])[N:22]3[C:17]([C:15]([OH:16])=[O:14])=[C:18]([S:64][CH2:65][S:66][C:67]4[CH:72]=[CH:71][CH:70]=[CH:69][N:68]=4)[CH2:19][S:20][C@H:21]23)=[O:62])[N:50]=1 |f:1.2.3.4|. Procedure details: To a solution of 7β-[(Z)-2-(2-t-butoxycarbonylaminothiazol-4-yl)-2-trityloxyiminoacetamido]-3-(2-pyridylthiomethylthio)-3-cephem-4-carboxylic acid diphenylmethyl ester (722 mg: 0.70 mMol.) in a mixture of anisole (2 ml) and nitromethane (8 ml) cooling at -40° C. is added a solution of aluminum chloride (744 mg; 5.59 mMol. ) in anisole (2 ml), and the mixture is stirred at -30° to -40° C. for 1 hour. The reaction mixture is diluted with 1N-hydrochloric acid (6 ml) and water, washed with ethyl ace...